Dataset: the Open Reaction Database (ORD), a public repository of structured organic reaction records. Task: describe an organic reaction: reactants, conditions, products, and yield Yield: 95.1%. Reported procedure: A solution of methyl 4-cyclobutyl-2-methyl-5-(2H-1,2,3-triazol-4-yl)benzoate (compound 446.3, 92 mg, 0.34 M) in 2N NaOH (1.5 ml) and methanol (MeOH) (4 ml) was heated at 50° C. for 16 hours. After cooling to room temperature, the methanol was removed under reduced pressure. The residue was neutralized with 2N HCl to pH 3-4 and extracted with EtOAc. The organic phase was then washed with brine, dried (MgSO4), and concentrated to yield 83 mg of a white solid that was used without further purificat... The product is C1(CCC1)C1=CC(=C(C(=O)O)C=C1C1=NNN=C1)C (4-Cyclobutyl-2-methyl-5-(2H-1,2,3-triazol-4-yl)benzoic acid). Solvent: [OH-].[Na+] (NaOH), CO (methanol). Starting materials: C1(CCC1)C1=CC(=C(C(=O)OC)C=C1C1=NNN=C1)C (methyl 4-cyclobutyl-2-methyl-5-(2H-1,2,3-triazol-4-yl)benzoate), C1(CCC1)C1=CC(=C(C(=O)OC)C=C1C1=NNN=C1)C (methyl 4-cyclobutyl-2-methyl-5-(2H-1,2,3-triazol-4-yl)benzoate). As a reaction SMILES: [CH:1]1([C:5]2[C:14]([C:15]3[CH:19]=[N:18][NH:17][N:16]=3)=[CH:13][C:8]([C:9]([O:11]C)=[O:10])=[C:7]([CH3:20])[CH:6]=2)[CH2:4][CH2:3][CH2:2]1>[OH-].[Na+].CO>[CH:1]1([C:5]2[C:14]([C:15]3[CH:19]=[N:18][NH:17][N:16]=3)=[CH:13][C:8]([C:9]([OH:11])=[O:10])=[C:7]([CH3:20])[CH:6]=2)[CH2:2][CH2:3][CH2:4]1 |f:1.2|.